This data is from the Open Reaction Database (ORD), a public repository of structured organic reaction records. The task is: describe an organic reaction: reactants, conditions, products, and yield Reactants: ClC=1N=C(C2=C(N1)C=C(S2)CN2CCN(CC2)S(=O)(=O)C2=C(C=CC=C2)F)N2CCOCC2 (2-Chloro-6-[4-(2-fluoro-benzenesulfonyl)-piperazin-1-ylmethyl]-4-morpholin-4-yl-thieno[3,2-d]pyrimidine), NC1=NC=C(C=N1)B(O)O (2-aminopyrimidine-5-boronic acid). Yields the product O1CCN(CC1)C=1C2=C(N=C(N1)C=1C=NC(=NC1)N)C=C(S2)CN2CCN(CC2)S(=O)(=O)C2=C(C=CC=C2)F (5-(4-morpholino-6-((4-N-2-fluorophenylsulfonylpiperazin-1-yl)methyl)thieno[3,2-d]pyrimidin-2-yl)pyrimidin-2-amine). As a reaction SMILES: Cl[C:2]1[N:3]=[C:4]([N:28]2[CH2:33][CH2:32][O:31][CH2:30][CH2:29]2)[C:5]2[S:10][C:9]([CH2:11][N:12]3[CH2:17][CH2:16][N:15]([S:18]([C:21]4[CH:26]=[CH:25][CH:24]=[CH:23][C:22]=4[F:27])(=[O:20])=[O:19])[CH2:14][CH2:13]3)=[CH:8][C:6]=2[N:7]=1.[NH2:34][C:35]1[N:40]=[CH:39][C:38](B(O)O)=[CH:37][N:36]=1>>[O:31]1[CH2:32][CH2:33][N:28]([C:4]2[C:5]3[S:10][C:9]([CH2:11][N:12]4[CH2:13][CH2:14][N:15]([S:18]([C:21]5[CH:26]=[CH:25][CH:24]=[CH:23][C:22]=5[F:27])(=[O:19])=[O:20])[CH2:16][CH2:17]4)=[CH:8][C:6]=3[N:7]=[C:2]([C:38]3[CH:37]=[N:36][C:35]([NH2:34])=[N:40][CH:39]=3)[N:3]=2)[CH2:29][CH2:30]1. Reported procedure: 2-Chloro-6-[4-(2-fluoro-benzenesulfonyl)-piperazin-1-ylmethyl]-4-morpholin-4-yl-thieno[3,2-d]pyrimidine was reacted with 2-aminopyrimidine-5-boronic acid in General Procedure A. Purification on silica and recrystallization from hot DCM/hexane gave 282. NMR (CDCl3/MeOD): 2.53-2.56 (4H, m), 3.15-3.20 (4H, m), 3.75 (2H, s), 3.75-3.81 (4H, m), 3.89-3.93 (4H, m), 7.15 (1H, s), 7.14-7.25 (2H, m), 7.51-7.58 (1H, m), 7.71-7.77 (1H, m), 9.08 (2H, s). MS (ESI+): MH+ 571.22 (80%) The reactants are [Al+3], C1CCOC1, Cl, [H-], [H-], [H-], [H-], [Li+], O=C(O)c1ccccc1Oc1ccccc1, O. Product: OCc1ccccc1Oc1ccccc1. As a reaction SMILES: [Al+3:18].[CH2:25]1[O:26][CH2:27][CH2:28][CH2:29]1.[ClH:23].[H-:17].[H-:20].[H-:21].[H-:22].[Li+:19].[O:1]([c:2]1[cH:3][cH:4][cH:5][cH:6][cH:7]1)[c:8]1[c:9]([C:10](=[O:11])[OH:12])[cH:13][cH:14][cH:15][cH:16]1.[OH2:24]>>[O:1]([c:2]1[cH:3][cH:4][cH:5][cH:6][cH:7]1)[c:8]1[c:9]([CH2:10][OH:11])[cH:13][cH:14][cH:15][cH:16]1. The product is CC(C)n1nc(C(=O)NC2CCC(CCO)NC2)c2ccccc21. As a reaction SMILES: [CH2:1]([c:2]1[cH:3][cH:4][cH:5][cH:6][cH:7]1)[N:8]1[CH2:9][CH:10]([NH:17][C:18](=[O:19])[c:20]2[n:21][n:22]([CH:29]([CH3:30])[CH3:31])[c:23]3[cH:24][cH:25][cH:26][cH:27][c:28]23)[CH2:11][CH2:12][CH:13]1[CH2:14][CH2:15][OH:16].[CH3:32][OH:33]>>[NH:8]1[CH2:9][CH:10]([NH:17][C:18](=[O:19])[c:20]2[n:21][n:22]([CH:29]([CH3:30])[CH3:31])[c:23]3[cH:24][cH:25][cH:26][cH:27][c:28]23)[CH2:11][CH2:12][CH:13]1[CH2:14][CH2:15][OH:16]. The reactants are CC(C)n1nc(C(=O)NC2CCC(CCO)N(Cc3ccccc3)C2)c2ccccc21, CO. Reactants: N1(C=NC=C1)CCCNC1=C(C=C(C=C1)[N+](=O)[O-])F (N-(3-(1H-imidazol-1-yl)propyl)-2-fluoro-4-nitroaniline). Reagents/catalysts: [Pd] (Pd/C). Solvent: C1CCOC1 (THF). Run at time 8 hour. Yields the product N1(C=NC=C1)CCCNC1=C(C=C(C=C1)N)F (N1-(3-(1H-imidazol-1-yl)propyl)-2-fluorobenzene-1,4-diamine). Yield: 94.0%. As a reaction SMILES: [N:1]1([CH2:6][CH2:7][CH2:8][NH:9][C:10]2[CH:15]=[CH:14][C:13]([N+:16]([O-])=O)=[CH:12][C:11]=2[F:19])[CH:5]=[CH:4][N:3]=[CH:2]1>C1COCC1.[Pd]>[N:1]1([CH2:6][CH2:7][CH2:8][NH:9][C:10]2[CH:15]=[CH:14][C:13]([NH2:16])=[CH:12][C:11]=2[F:19])[CH:5]=[CH:4][N:3]=[CH:2]1. Procedure details: To a solution of N-(3-(1H-imidazol-1-yl)propyl)-2-fluoro-4-nitroaniline (1.20 g, 4.54 mmol) in THF (20 mL) was added catalyst Pd/C (0.30 g). The reaction mixture was stirred at rt under H2 overnight. The mixture was filtered, and the filtrate was concentrated in vacuo to give the title compound as yellow oil (1.00 g, 94%).